The task is: describe an organic reaction: reactants, conditions, products, and yield. This data is from the Open Reaction Database (ORD), a public repository of structured organic reaction records. Reactants: BrC1=C(C(=O)O)C=C(C(=C1)F)F (2-bromo-4,5-difluorobenzoic acid), S(=O)(Cl)Cl (Thionyl chloride). Conditions: time 1 hour. Product: BrC1=C(C(=O)Cl)C=C(C(=C1)F)F (2-bromo-4,5-difluorobenzoyl chloride). RXN SMILES: [Br:1][C:2]1[CH:10]=[C:9]([F:11])[C:8]([F:12])=[CH:7][C:3]=1[C:4](O)=[O:5].S(Cl)([Cl:15])=O>>[Br:1][C:2]1[CH:10]=[C:9]([F:11])[C:8]([F:12])=[CH:7][C:3]=1[C:4]([Cl:15])=[O:5]. Procedure: Thionyl chloride (70 ml) is added to 2-bromo-4,5-difluorobenzoic acid (39.5 g), and the mixture is allowed to stand at room temperature for one hour and then refluxed for one hour. After completion of the reaction, the excess thionyl chloride is distilled off under reduced pressure. The oily residue is distilled under reduced pressure to give 2-bromo-4,5-difluorobenzoyl chloride (37.8 g) as a pale yellow oily substance, b.p. 121°-123° C. (32 mmHg). Starting materials: Cl.CN1C=NC2=C1C=CC(=C2)C(=O)O (1-Methylbenzimidazole-5-carboxylic acid hydrochloride), Cl (hydrochloric acid), CO (methanol). The product is CN1C=NC2=C1C=CC(=C2)C(=O)OC (methyl 1-methyl-benzimidazole-5-carboxylate). The yield is 43.6%. As a reaction SMILES: Cl.[CH3:2][N:3]1[C:7]2[CH:8]=[CH:9][C:10]([C:12]([OH:14])=[O:13])=[CH:11][C:6]=2[N:5]=[CH:4]1.Cl.[CH3:16]O>>[CH3:2][N:3]1[C:7]2[CH:8]=[CH:9][C:10]([C:12]([O:14][CH3:16])=[O:13])=[CH:11][C:6]=2[N:5]=[CH:4]1 |f:0.1|. Procedure: Mass spectrum (FAB, Pos):m/z 177 (M30 +1, as a free base). ##STR11## 1-Methylbenzimidazole-5-carboxylic acid hydrochloride, 20.2 g (including inorganic matters), was added to 300 ml of methanol and 5 ml of conc. hydrochloric acid was added to the mixture followed by heating to reflux for 7 hours. The solvent was distilled off and 200 ml of water was added to the residue. At 5° to 10° C., 1 N sodium hydroxide solution was added to the mixture to adjust pH to 9 to 10 followed by extraction with et... Reaction SMILES: [CH3:1][N:2]1[C:6]2[CH:7]=[C:8]([C:11]([OH:13])=O)[CH:9]=[CH:10][C:5]=2[N:4]=[N:3]1.S(Cl)(Cl)=O.[Al+3].[Cl-:19].[Cl-].[Cl-]>ClC1C=CC=CC=1>[Cl:19][C:5]1[CH:10]=[CH:9][C:8]([C:11]([C:8]2[CH:9]=[CH:10][C:5]3[N:4]=[N:3][N:2]([CH3:1])[C:6]=3[CH:7]=2)=[O:13])=[CH:7][CH:6]=1 |f:2.3.4.5|. Reactants: CN1N=NC2=C1C=C(C=C2)C(=O)O (1-Methyl-1H-benzotriazole-6-carboxylic acid), [Al+3].[Cl-].[Cl-].[Cl-] (AlCl3), acid chloride, S(=O)(Cl)Cl (thionyl chloride). Procedure: The carboxylic acid (b) is converted into the corresponding acid chloride with thionyl chloride and then reacted with chlorobenzene and AlCl3, yielding the title compound. Product: ClC1=CC=C(C(=O)C=2C=CC3=C(N(N=N3)C)C2)C=C1 (6-(4-Chlorobenzoyl)-1-methyl-1H-benzotriazole). Solvent: ClC1=CC=CC=C1 (chlorobenzene). Reactants: C(C)(C)(C)OC(=O)N1C(C(NC(C1)C)C)=C=O (3,5-Dimethyl carbonyl piperazine-1-carboxylic acid t-butyl ester), C1CCOC1 (THF), [H-].[Al+3].[Li+].[H-].[H-].[H-] (lithium aluminium hydride), O (water), [OH-].[Na+] (sodium hydroxide). Conditions: temperature 0 celsius, time 1 hour. The product is C(C)(C)(C)OC(=O)N1CC(N(C(C1)C)CCO)C (4-(2-hydroxyethyl)-3,5-dimethyl piperazine-1-carboxylic acid t-butyl ester). Yield: 90.0%. As a reaction SMILES: [C:1]([O:5][C:6]([N:8]1[CH2:13][CH:12]([CH3:14])[NH:11][CH:10]([CH3:15])[C:9]1=C=O)=[O:7])([CH3:4])([CH3:3])[CH3:2].[H-].[Al+3].[Li+].[H-].[H-].[H-].O.[OH-].[Na+].C1C[O:30][CH2:29][CH2:28]1>>[C:1]([O:5][C:6]([N:8]1[CH2:9][CH:10]([CH3:15])[N:11]([CH2:28][CH2:29][OH:30])[CH:12]([CH3:14])[CH2:13]1)=[O:7])([CH3:2])([CH3:3])[CH3:4] |f:1.2.3.4.5.6,8.9|. Procedure: 3,5-Dimethyl carbonyl piperazine-1-carboxylic acid t-butyl ester derived from the above reaction was dissolved in THF (300 mL) and lithium aluminium hydride (3.31 g) was added thereto under ice-cooling. After stirring at 0° C. for 1 hour, water and 2N aqueous sodium hydroxide solution was sequentially added. After filtration of the insoluble material, the filtrate was concentrated under reduced pressure to give the title compound (20.3 g). Yield: 90%. Reactants: CN(CCCCCCC)C (dimethylheptyl amine), OO (H2O2). Yields the product C[N+](CCCCCCC)(C)[O-] (dimethylheptyl amine oxide). As a reaction SMILES: [CH3:1][N:2]([CH3:10])[CH2:3][CH2:4][CH2:5][CH2:6][CH2:7][CH2:8][CH3:9].[OH:11]O>>[CH3:1][N+:2]([O-:11])([CH3:10])[CH2:3][CH2:4][CH2:5][CH2:6][CH2:7][CH2:8][CH3:9]. Procedure details: To 28.6 g of dimethylheptyl amine was added slowly 100 ml 30% H2O2 as in Example 4 to give the dimethylheptyl amine oxide. NMR showed the resulting semisolid material to contain 29% water and 71% of the amine oxide. Reactants: steel, C([O-])([O-])=O.[K+].[K+] (potassium carbonate), ClCC1C(C(N(C1)C)=O)(C1=CC=CC=C1)C1=CC=CC=C1 (4-chloromethyl-1-methyl-3,3-diphenyl-2-pyrrolidinone), ClC1=CC=C(C=C1)C1(CCNCC1)O (4-(p-chlorophenyl)-4-hydroxypiperidine). Run in C(C)O (ethanol). Conditions: temperature 200 celsius, time 48 hour. The product is C(\C=C\C(=O)O)(=O)O.ClC1=CC=C(C=C1)C1(CCN(CC1)CC1C(C(N(C1)C)=O)(C1=CC=CC=C1)C1=CC=CC=C1)O (4-{[4-(4-Chlorophenyl)-4-hydroxy-1-piperidinyl]methyl}-1-methyl-3,3-diphenyl-2-pyrrolidinone Fumarate). Reaction SMILES: Cl[CH2:2][CH:3]1[CH2:7][N:6]([CH3:8])[C:5](=[O:9])[C:4]1([C:16]1[CH:21]=[CH:20][CH:19]=[CH:18][CH:17]=1)[C:10]1[CH:15]=[CH:14][CH:13]=[CH:12][CH:11]=1.[Cl:22][C:23]1[CH:28]=[CH:27][C:26]([C:29]2([OH:35])[CH2:34][CH2:33][NH:32][CH2:31][CH2:30]2)=[CH:25][CH:24]=1.[C:36](=[O:39])([O-:38])[O-].[K+].[K+]>C(O)C>[C:5]([OH:35])(=[O:9])/[CH:4]=[CH:16]/[C:36]([OH:38])=[O:39].[Cl:22][C:23]1[CH:28]=[CH:27][C:26]([C:29]2([OH:35])[CH2:30][CH2:31][N:32]([CH2:2][CH:3]3[CH2:7][N:6]([CH3:8])[C:5](=[O:9])[C:4]3([C:16]3[CH:21]=[CH:20][CH:19]=[CH:18][CH:17]=3)[C:10]3[CH:15]=[CH:14][CH:13]=[CH:12][CH:11]=3)[CH2:33][CH2:34]2)=[CH:25][CH:24]=1 |f:2.3.4,6.7|. Procedure details: To a steel bomb was added 17.0 g. (0.057 mole) of 4-chloromethyl-1-methyl-3,3-diphenyl-2-pyrrolidinone in 150 ml. of ethanol, 12.0 g. (0.057 mole) of 4-(p-chlorophenyl)-4-hydroxypiperidine and 21.2 g. (0.17 mole) of finely ground potassium carbonate. The mixture was heated with stirring to 200° C. for 48 hours. After concentrating the mixture in vacuo, the residue was partitioned between dilute hydrochloric acid solution and isopropyl ether. The ether was discarded, the acid solution was made ba... The reactants are C[Si](C)(C)[N-][Si](C)(C)C.[Li+] (Lithium bis(trimethylsilyl)amide), FC1=C(N)C=CC=C1 (2-fluoro aniline), BrC1=C(C(=O)O)C(=CN=C1)F (3-Bromo-5-fluoro-isonicotinic acid). Run in C1CCOC1 (THF). Run at time 1 hour. Product: BrC1=C(C(=O)O)C(=CN=C1)NC1=C(C=CC=C1)F (3-Bromo-5-(2-fluoro-phenylamino)-isonicotinic acid). Yield: 74.2%. RXN SMILES: C[Si]([N-][Si](C)(C)C)(C)C.[Li+].[F:11][C:12]1[CH:18]=[CH:17][CH:16]=[CH:15][C:13]=1[NH2:14].[Br:19][C:20]1[CH:28]=[N:27][CH:26]=[C:25](F)[C:21]=1[C:22]([OH:24])=[O:23]>C1COCC1>[Br:19][C:20]1[CH:28]=[N:27][CH:26]=[C:25]([NH:14][C:13]2[CH:15]=[CH:16][CH:17]=[CH:18][C:12]=2[F:11])[C:21]=1[C:22]([OH:24])=[O:23] |f:0.1|. Procedure details: Lithium bis(trimethylsilyl)amide (54.6 mL, 1.0 M in THF, 54.6 mmol) was added to a solution of 2-fluoro aniline (3.5 mL, 36.4 mmol) in THF (100 mL) at −78° C. The resulting solution was for 1 h at −78° C. 3-Bromo-5-fluoro-isonicotinic acid (1) (4.0 g, 18.2 mmol) was added as a solid, and the reaction solution was stirred for 48 h at room temperature. The reaction solution was concentrated via rotary evaporation, diluted with satd. NaHCO3, and washed with EtOAc. The aqueous solution was acidified...